describe an organic reaction: reactants, conditions, products, and yield From a dataset of the Open Reaction Database (ORD), a public repository of structured organic reaction records. The reactants are COC(=O)[C@H]1N(C[C@@H](C1)S(=O)(=O)C1=C(C=CC=C1)C(F)(F)F)C(CC(C)=O)=S ((2S,4R)-1-(3-oxo-thiobutyryl)-4-(2-trifluoromethyl-benzenesulfonyl)-pyrrolidine-2-carboxylic acid methyl ester), O.NN (hydrazine monohydrate). The product is COC(=O)[C@H]1N(C[C@@H](C1)S(=O)(=O)C1=C(C=CC=C1)C(F)(F)F)C1=NNC(=C1)C ((2S,4R)-1-(5-Methyl-1H-pyrazol-3-yl)-4-(2-trifluoromethyl-benzenesulfonyl)-pyrrolidine-2-carboxylic acid methyl ester). RXN SMILES: [CH3:1][O:2][C:3]([C@@H:5]1[CH2:9][C@@H:8]([S:10]([C:13]2[CH:18]=[CH:17][CH:16]=[CH:15][C:14]=2[C:19]([F:22])([F:21])[F:20])(=[O:12])=[O:11])[CH2:7][N:6]1[C:23](=S)[CH2:24][C:25](=O)[CH3:26])=[O:4].O.[NH2:30][NH2:31]>>[CH3:1][O:2][C:3]([C@@H:5]1[CH2:9][C@@H:8]([S:10]([C:13]2[CH:18]=[CH:17][CH:16]=[CH:15][C:14]=2[C:19]([F:22])([F:21])[F:20])(=[O:12])=[O:11])[CH2:7][N:6]1[C:23]1[CH:24]=[C:25]([CH3:26])[NH:31][N:30]=1)=[O:4] |f:1.2|. Procedure details: In analogy to the procedure described in example 192 h, (2S,4R)-1-(3-oxo-thiobutyryl)-4-(2-trifluoromethyl-benzenesulfonyl)-pyrrolidine-2-carboxylic acid methyl ester (example 192 g) was reacted with hydrazine monohydrate (CAS Reg. No. 7803-57-8) to give the title compound as yellow solid. RXN SMILES: [NH2:1][C:2]1[CH:7]=[CH:6][C:5]([CH2:8][CH:9]([NH2:16])[C:10]2[CH:15]=[CH:14][CH:13]=[CH:12][CH:11]=2)=[CH:4][CH:3]=1.[C:17]1([CH:23]([C:27]2[CH:32]=[CH:31][CH:30]=[CH:29][CH:28]=2)[C:24](O)=[O:25])[CH:22]=[CH:21][CH:20]=[CH:19][CH:18]=1.C1C=CC2N(O)N=NC=2C=1.CN1CCOCC1.CCN=C=NCCCN(C)C.Cl>CN(C)C=O>[C:10]1([CH:9]([NH:16][C:24](=[O:25])[CH:23]([C:17]2[CH:22]=[CH:21][CH:20]=[CH:19][CH:18]=2)[C:27]2[CH:32]=[CH:31][CH:30]=[CH:29][CH:28]=2)[CH2:8][C:5]2[CH:4]=[CH:3][C:2]([NH2:1])=[CH:7][CH:6]=2)[CH:11]=[CH:12][CH:13]=[CH:14][CH:15]=1 |f:4.5|. Starting materials: NC1=CC=C(C=C1)CC(C1=CC=CC=C1)N (2-(4-aminophenyl)-1-phenylethylamine), C1(=CC=CC=C1)C(C(=O)O)C1=CC=CC=C1 (diphenylacetic acid), C=1C=CC2=C(C1)N=NN2O (HOBT), CN1CCOCC1 (NMM), CCN=C=NCCCN(C)C.Cl (EDCl). Procedure details: 2-(4-aminophenyl)-1-phenylethylamine (0.40 g, 1.9 mMol) and diphenylacetic acid (0.40 g, 1.9 mMol) were dissolved in dimethylformamide (DMF) (4 mL) at room temperature. To this was added HOBT (0.26 g, 1.9 mMol), NMM (0.19 g, 1.9 mMol) and EDCl (0.36 g) and the mixture was stirred at room temperature for 18 hours. The DMF was removed under vacuum and the oily residue was taken up in 100 mL ethyl acetate. The ethyl acetate was washed with saturated sodium bicarbonate and with brine, dried over mag... Conditions: time 18 hour. Product: C1(=CC=CC=C1)C(CC1=CC=C(C=C1)N)NC(C(C1=CC=CC=C1)C1=CC=CC=C1)=O (N-[1-Phenyl-2-(4-Aminophenyl)ethyl]-α-Phenyl-Benzeneacetamide). Solvent: CN(C=O)C (dimethylformamide). Isolated yield 88.4%. The reactants are CCN(C(C)C)C(C)C, ClCCl, NCc1cn(-c2ccccc2)c2cc(Cl)ccc2c1=O, O=C(Cl)N1CCOCC1. Yields the product O=C(NCc1cn(-c2ccccc2)c2cc(Cl)ccc2c1=O)N1CCOCC1. RXN SMILES: [CH:30]([N:31]([CH2:32][CH3:33])[CH:34]([CH3:35])[CH3:36])([CH3:37])[CH3:38].[Cl:39][CH2:40][Cl:41].[NH2:1][CH2:2][c:3]1[cH:4][n:5](-[c:15]2[cH:16][cH:17][cH:18][cH:19][cH:20]2)[c:6]2[cH:7][c:8]([Cl:14])[cH:9][cH:10][c:11]2[c:12]1=[O:13].[O:21]1[CH2:22][CH2:23][N:24]([C:27](=[O:28])[Cl:29])[CH2:25][CH2:26]1>>[NH:1]([CH2:2][c:3]1[cH:4][n:5](-[c:15]2[cH:16][cH:17][cH:18][cH:19][cH:20]2)[c:6]2[cH:7][c:8]([Cl:14])[cH:9][cH:10][c:11]2[c:12]1=[O:13])[C:27]([N:24]1[CH2:23][CH2:22][O:21][CH2:26][CH2:25]1)=[O:28]. Yields the product CC(c1cccc2ccccc12)N(CC1CN(c2ccc(C#N)cc2)CC1c1ccccc1)C(=O)OC(C)(C)C. As a reaction SMILES: [C:1](=[O:2])([O-:3])[O-:4].[CH3:48][S:49]([CH3:50])=[O:51].[CH3:52][CH2:53][O:54][C:55](=[O:56])[CH3:57].[F:7][c:8]1[cH:9][cH:10][c:11]([C:12]#[N:13])[cH:14][cH:15]1.[K+:5].[K+:6].[c:16]1([CH:26]([CH3:27])[N:28]([C:29]([O:30][C:31]([CH3:32])([CH3:33])[CH3:34])=[O:35])[CH2:36][CH:37]2[CH2:38][NH:39][CH2:40][CH:41]2[c:42]2[cH:43][cH:44][cH:45][cH:46][cH:47]2)[cH:17][cH:18][cH:19][c:20]2[cH:21][cH:22][cH:23][cH:24][c:25]12>>[c:8]1([N:39]2[CH2:38][CH:37]([CH2:36][N:28]([CH:26]([c:16]3[cH:17][cH:18][cH:19][c:20]4[cH:21][cH:22][cH:23][cH:24][c:25]34)[CH3:27])[C:29]([O:30][C:31]([CH3:32])([CH3:33])[CH3:34])=[O:35])[CH:41]([c:42]3[cH:43][cH:44][cH:45][cH:46][cH:47]3)[CH2:40]2)[cH:9][cH:10][c:11]([C:12]#[N:13])[cH:14][cH:15]1. The reactants are O=C([O-])[O-], CS(C)=O, CCOC(C)=O, N#Cc1ccc(F)cc1, [K+], [K+], CC(c1cccc2ccccc12)N(CC1CNCC1c1ccccc1)C(=O)OC(C)(C)C. Starting materials: C(O)([O-])=O.[Na+] (sodium hydrogen carbonate), NC1=NC=CC(=C1)C(=O)OC (methyl 2-amino-4-pyridinecarboxylate), C([O-])([O-])=O.[K+].[K+] (potassium carbonate), BrCC(OCC)OCC (2-bromo-1,1-diethoxyethane), Br (hydrobromic acid). Solvent: O (water), O (water), O (water). Reaction conditions: temperature 55 celsius, time 30 minute. The product is N=1C=CN2C1C=C(C=C2)C(=O)OC (methyl imidazo-[1,2-a]pyridine-7-carboxylate). Isolated yield 82.3%. As a reaction SMILES: Br[CH2:2][CH:3](OCC)OCC.Br.C(=O)([O-])[O-].[K+].[K+].C(=O)([O-])O.[Na+].[NH2:22][C:23]1[CH:28]=[C:27]([C:29]([O:31][CH3:32])=[O:30])[CH:26]=[CH:25][N:24]=1>O>[N:22]1[CH:2]=[CH:3][N:24]2[CH:25]=[CH:26][C:27]([C:29]([O:31][CH3:32])=[O:30])=[CH:28][C:23]=12 |f:2.3.4,5.6|. Procedure details: A mixture of 1.31 parts of 2-bromo-1,1-diethoxyethane, 10 parts of water and 1.5 parts of a hydrobromic acid solution 48% in water was stirred and refluxed for 1 hours. The mixture was poured onto 50 parts of water and the whole was neutralized with potassium carbonate. Then there were added successively 5 parts of sodium hydrogen carbonate and 3 parts of methyl 2-amino-4-pyridinecarboxylate. The reaction mixture was stirred and heated for 15 minutes at 55° C. in an oil-bath. After 30 minutes, g... The reactants are O=C1N(SC2=C1C=CC=C2)C2=CC=C(C=C2)S(=O)(=O)N (4-(3-oxo-3H-benzo[d]isothiazol-2-yl)benzenesulfonamide), SC(C(=O)NCC(=O)O)C (2-mercapto-propionylglycine). Product: S(N)(=O)(=O)C1=CC=C(C=C1)NC(=O)C1=C(C=CC=C1)SSC(C(=O)NCC(=O)O)C ({2-[2-(4-Sulfamoylphenylcarbamoyl)phenyldisulfanyl]propionylamino}-acetic acid). The yield is 92.3%. Reaction SMILES: [O:1]=[C:2]1[C:6]2[CH:7]=[CH:8][CH:9]=[CH:10][C:5]=2[S:4][N:3]1[C:11]1[CH:16]=[CH:15][C:14]([S:17]([NH2:20])(=[O:19])=[O:18])=[CH:13][CH:12]=1.[SH:21][CH:22]([CH3:30])[C:23]([NH:25][CH2:26][C:27]([OH:29])=[O:28])=[O:24]>>[S:17]([C:14]1[CH:15]=[CH:16][C:11]([NH:3][C:2]([C:6]2[CH:7]=[CH:8][CH:9]=[CH:10][C:5]=2[S:4][S:21][CH:22]([CH3:30])[C:23]([NH:25][CH2:26][C:27]([OH:29])=[O:28])=[O:24])=[O:1])=[CH:12][CH:13]=1)(=[O:19])(=[O:18])[NH2:20]. Procedure: This compound was prepared according to the method of Example 132 using 0.46 g (1.5 mmol) of 4-(3-oxo-3H-benzo[d]isothiazol-2-yl)benzenesulfonamide and 0.25 g (1.5 mmol) of 2-mercapto-propionylglycine. The product was washed with ether and dried in vacuo to give 0.65 g of the title compound, mp 254°-256° C. The reactants are COC(C1=CC(=C(C=C1)O)C#N)=O (Methyl-3-cyano-4-hydroxybenzoate), [OH-].[K+] (potassium hydroxide). The solvent is C1CCOC1 (THF). Conditions: time 8 hour. Yields the product C(#N)C=1C=C(C(=O)O)C=CC1O (3-Cyano-4-hydroxybenzoic acid), powder. Isolated yield 84.0%. As a reaction SMILES: C[O:2][C:3](=[O:13])[C:4]1[CH:9]=[CH:8][C:7]([OH:10])=[C:6]([C:11]#[N:12])[CH:5]=1.[OH-].[K+]>C1COCC1>[C:11]([C:6]1[CH:5]=[C:4]([CH:9]=[CH:8][C:7]=1[OH:10])[C:3]([OH:13])=[O:2])#[N:12] |f:1.2|. Reported procedure: Methyl-3-cyano-4-hydroxybenzoate (2.71 g, 15.3 mmol) was dissolved in 50 mL of THF. The solution was chilled in an ice bath, and 2.0M potassium hydroxide (17 mL, 34 mmol) was added dropwise. The resulting mixture was stirred at room temperature overnight. TLC indicated complete reaction. The THF was removed by rotary evaporation. The aqueous residue was acidified with aqueous trifluoroacetic acid and purified by reverse-phase HPLC (C-18, 0.1% TFA in water and acetonitrile). 3-Cyano-4-hydroxybenz...